From a dataset of the Open Reaction Database (ORD), a public repository of structured organic reaction records. describe an organic reaction: reactants, conditions, products, and yield Reactants: ClCCOC1=C(C=C2C(=CC=NC2=C1)OC1=C(C=C(C(=C1)C)C)C(C)=O)OC (1-{2-[7-(2-Chloro-ethoxy)-6-methoxy-quinolin-4-yloxy]-4,5-dimethyl-phenyl}-ethanone), C([O-])([O-])=O.[K+].[K+] (potassium carbonate), O (water), ClCCOC1=C(C=C2C(=CC=NC2=C1)OC1=C(C=C(C(=C1)C)C)C(C)=O)OC (1-{2-[7-(2-Chloro-ethoxy)-6-methoxy-quinolin-4-yloxy]-4,5-dimethyl-phenyl}-ethanone), N1C=NC=C1 (imidazole). Solvent: CN(C=O)C (N,N-dimethylformamide). Conditions: temperature 80 celsius, time 8 hour. Product: N1(C=NC=C1)CCOC1=C(C=C2C(=CC=NC2=C1)OC1=C(C=C(C(=C1)C)C)C(C)=O)OC (1-{2-[7-(2-Imidazol-1-yl-ethoxy)-6-methoxy-quinolin-4-yloxy]-4,5-dimethyl-phenyl}-ethanone). Yield: 32.1%. Reaction SMILES: Cl[CH2:2][CH2:3][O:4][C:5]1[CH:14]=[C:13]2[C:8]([C:9]([O:15][C:16]3[CH:21]=[C:20]([CH3:22])[C:19]([CH3:23])=[CH:18][C:17]=3[C:24](=[O:26])[CH3:25])=[CH:10][CH:11]=[N:12]2)=[CH:7][C:6]=1[O:27][CH3:28].[NH:29]1[CH:33]=[CH:32][N:31]=[CH:30]1.C(=O)([O-])[O-].[K+].[K+].O>CN(C)C=O>[N:29]1([CH2:2][CH2:3][O:4][C:5]2[CH:14]=[C:13]3[C:8]([C:9]([O:15][C:16]4[CH:21]=[C:20]([CH3:22])[C:19]([CH3:23])=[CH:18][C:17]=4[C:24](=[O:26])[CH3:25])=[CH:10][CH:11]=[N:12]3)=[CH:7][C:6]=2[O:27][CH3:28])[CH:33]=[CH:32][N:31]=[CH:30]1 |f:2.3.4|. Procedure: 1-{2-[7-(2-Chloro-ethoxy)-6-methoxy-quinolin-4-yloxy]-4,5-dimethyl-phenyl}-ethanone (compound 315) (52 mg), imidazole (27 mg), and potassium carbonate (90 mg) were suspended in N,N-dimethylformamide (2 ml), and the suspension was stirred at 80° C. overnight. The reaction solution was cooled to room temperature, water was then added to the reaction solution, and the mixture was extracted with ethyl acetate. The ethyl acetate layer was then washed with water and saturated brine and was dried over ... Starting materials: [Si](C)(C)(C(C)(C)C)OCCCCCCC1=CC=C(C=C1)B1OC(C(O1)(C)C)(C)C (2-{4-[6-(tert-butyl-dimethylsilanyloxy)hexyl]-phenyl}-4,4,5,5-tetramethyl-[1,3,2]dioxaborolane), C([O-])([O-])=O.[K+].[K+] (potassium carbonate), BrC1=CC=C(S1)C=1SC(=CC1)Br (5,5′-dibromo-[2,2′]bithiophene). The reagents and catalysts are C=1C=CC(=CC1)[P](C=2C=CC=CC2)(C=3C=CC=CC3)[Pd]([P](C=4C=CC=CC4)(C=5C=CC=CC5)C=6C=CC=CC6)([P](C=7C=CC=CC7)(C=8C=CC=CC8)C=9C=CC=CC9)[P](C=1C=CC=CC1)(C=1C=CC=CC1)C=1C=CC=CC1 (tetrakis(triphenylphosphine)palladium(0)). Solvent: O (water), C1CCOC1 (THF), O (water). Reaction conditions: time 20 minute. The product is [Si](C)(C)(C(C)(C)C)OCCCCCCC1=CC=C(C=C1)C1=CC=C(S1)C=1SC(=CC1)C1=CC=C(C=C1)CCCCCCO[Si](C)(C)C(C)(C)C (5,5′-Bis-{4-[6-(tert-butyl-dimethylsilanyloxy)hexyl]-phenyl}-[2,2′]bithiophene). Yield: 62.9%. Reaction SMILES: Br[C:2]1[S:6][C:5]([C:7]2[S:8][C:9](Br)=[CH:10][CH:11]=2)=[CH:4][CH:3]=1.[Si:13]([O:20][CH2:21][CH2:22][CH2:23][CH2:24][CH2:25][CH2:26][C:27]1[CH:32]=[CH:31][C:30](B2OC(C)(C)C(C)(C)O2)=[CH:29][CH:28]=1)([C:16]([CH3:19])([CH3:18])[CH3:17])([CH3:15])[CH3:14].[C:42](=[O:45])([O-])[O-].[K+].[K+]>C1COCC1.O.C1C=CC([P]([Pd]([P](C2C=CC=CC=2)(C2C=CC=CC=2)C2C=CC=CC=2)([P](C2C=CC=CC=2)(C2C=CC=CC=2)C2C=CC=CC=2)[P](C2C=CC=CC=2)(C2C=CC=CC=2)C2C=CC=CC=2)(C2C=CC=CC=2)C2C=CC=CC=2)=CC=1>[Si:13]([O:45][CH2:42][CH2:22][CH2:23][CH2:24][CH2:25][CH2:26][C:27]1[CH:28]=[CH:29][C:30]([C:2]2[S:6][C:5]([C:7]3[S:8][C:9]([C:30]4[CH:29]=[CH:28][C:27]([CH2:26][CH2:25][CH2:24][CH2:23][CH2:22][CH2:21][O:20][Si:13]([C:16]([CH3:17])([CH3:18])[CH3:19])([CH3:14])[CH3:15])=[CH:32][CH:31]=4)=[CH:10][CH:11]=3)=[CH:4][CH:3]=2)=[CH:31][CH:32]=1)([C:16]([CH3:17])([CH3:18])[CH3:19])([CH3:15])[CH3:14] |f:2.3.4,^1:57,59,78,97|. Procedure: To a stirred solution of 5,5′-dibromo-[2,2′]bithiophene (0.60 g, 1.85 mmol) in anhydrous THF (50 ml) is added tetrakis(triphenylphosphine)palladium(0) (0.10 g) under N2, with stirring. After 20 min, 2-{4-[6-(tert-butyl-dimethylsilanyloxy)hexyl]-phenyl}-4,4,5,5-tetramethyl-[1,3,2]dioxaborolane (2.30 g, 5.50 mmol) and a solution of potassium carbonate (1.50 g) in water (10 ml) is added. This mixture is heated at reflux for 2 h. After cooling, water is added and the mixture is extracted with ethyl ... Starting materials: C(C)(C)N(CC)C(C)C (diisopropylethylamine), C(OC)COC (dimethoxyethane), NCC1=NC=CC=C1 (2-(aminomethyl)pyridine), ClCC(=O)N(CCCC)CCCC (2-chloro-N,N-dibutylacetamide). Run in C(Cl)Cl (methylene chloride). Yields the product N1=C(C(=CC=C1)C(=O)N)C(=O)N (Pyridine diamide), product. As a reaction SMILES: [NH2:1][CH2:2][C:3]1[CH:8]=[CH:7][CH:6]=[CH:5][N:4]=1.ClC[C:11]([N:13](CCCC)CCCC)=[O:12].C(N(C(C)C)CC)(C)C.C(COC)[O:32]C>C(Cl)Cl>[N:4]1[CH:5]=[CH:6][CH:7]=[C:8]([C:11]([NH2:13])=[O:12])[C:3]=1[C:2]([NH2:1])=[O:32]. Procedure details: Pyridine diamide 6 was prepared according to the general procedure described in Example 8 using 2-(aminomethyl)pyridine (0.010 mol), 2-chloro-N,N-dibutylacetamide (0.030 mol), diisopropylethylamine (0.030 mol) and dimethoxyethane (30 mL). The product was isolated from the methylene chloride extraction of the acidic aqueous layer. The product was made basic by extraction with aqueous NaOH. The organic solution was concentrated, and the residue was distilled (150°-200° C., 0.10 mm) to afford 3.6 g... Starting materials: C(CC)(=O)C=1C(CC(CC1O)C=1C=CC2=C(N(C(CO2)=O)CC=C)C1)=O (2-propionyl-3-hydroxy-5-(N-(2-propenyl)-3-oxo-(2H)-1,4-benzoxazin-6-yl)cyclohex-2-en-1-one), Cl.C(C)ON (ethoxyamine hydrochloride), C(C)(=O)[O-].[Na+] (sodium acetate). Run in CS(=O)C (methyl sulfoxide), O (water). Run at time 6 hour. The product is C(C)ON=C(CC)C=1C(CC(CC1O)C=1C=CC2=C(N(C(CO2)=O)CC=C)C1)=O (2-(1-(Ethoxyimino)propyl )-3-hydroxy-5-(N-(2-propenyl)-3-oxo-(2H)-1,4-benzoxazin-6-yl)-cyclohex-2-en- 1-one). RXN SMILES: [C:1]([C:5]1[C:6](=[O:26])[CH2:7][CH:8]([C:12]2[CH:13]=[CH:14][C:15]3[O:20][CH2:19][C:18](=[O:21])[N:17]([CH2:22][CH:23]=[CH2:24])[C:16]=3[CH:25]=2)[CH2:9][C:10]=1[OH:11])(=O)[CH2:2][CH3:3].Cl.[CH2:28]([O:30][NH2:31])[CH3:29].C([O-])(=O)C.[Na+]>CS(C)=O.O>[CH2:28]([O:30][N:31]=[C:1]([C:5]1[C:6](=[O:26])[CH2:7][CH:8]([C:12]2[CH:13]=[CH:14][C:15]3[O:20][CH2:19][C:18](=[O:21])[N:17]([CH2:22][CH:23]=[CH2:24])[C:16]=3[CH:25]=2)[CH2:9][C:10]=1[OH:11])[CH2:2][CH3:3])[CH3:29] |f:1.2,3.4|. Reported procedure: A solution of 1.3 g (3.7 mmol) of 2-propionyl-3-hydroxy-5-(N-(2-propenyl)-3-oxo-(2H)-1,4-benzoxazin-6-yl)cyclohex-2-en-1-one in 20 mL of methyl sulfoxide was treated with 0.43 g (4.5 mmol) of ethoxyamine hydrochloride and 0.36 g (4.4 mmol) of anhydrous sodium acetate. The resulting mixture was stirred at ambient temperature under a nitrogen atmosphere for 6 hours. The reaction mixture was diluted with 200 mL of water and extracted thrice with 20 mL portions of diethylether. The extracts were com...